This data is from the Open Reaction Database (ORD), a public repository of structured organic reaction records. The task is: describe an organic reaction: reactants, conditions, products, and yield Run in C1=CC=CC=C1 (benzene). Reported procedure: 2-Mercaptomethyl-2-n-propylpropan-1,3-dithiol (4.0 g.) and triethyl orthoformate (3.6 g.) were refluxed, with stirring, in dry benzene (120 ml.) containing Amberlyst "15" (1.0 g.). The mixture was cooled and filtered. The filtrates were evaporated in vacuo and the residue was purified by chromatography on alumina eluting with 1:10, dichloromethane: hexane saturated with ammonia. 4-n-Propyl-2,6,7-trithiabicyclo[2.2.2]octane was obtained as a colourless solid (3.1 g., m.pt. 139°). Reaction SMILES: [SH:1][CH2:2][C:3]([CH2:8][CH2:9][CH3:10])([CH2:6][SH:7])[CH2:4][SH:5].[CH:11](OCC)(OCC)OCC>C1C=CC=CC=1>[CH2:8]([C:3]12[CH2:6][S:7][CH:11]([S:5][CH2:4]1)[S:1][CH2:2]2)[CH2:9][CH3:10]. Product: C(CC)C12CSC(SC1)SC2 (4-n-Propyl-2,6,7-trithiabicyclo[2.2.2]octane). Starting materials: SCC(CS)(CS)CCC (2-Mercaptomethyl-2-n-propylpropan-1,3-dithiol), C(OCC)(OCC)OCC (triethyl orthoformate).